From a dataset of the Open Reaction Database (ORD), a public repository of structured organic reaction records. describe an organic reaction: reactants, conditions, products, and yield Reactants: [BH4-], OC(c1ccc(-c2ccccn2)s1)c1cc(Br)ccc1Cl, [Na+], O=C(O)C(F)(F)F. Product: Clc1ccc(Br)cc1Cc1ccc(-c2ccccn2)s1. RXN SMILES: [BH4-:22].[Br:1][c:2]1[cH:3][cH:4][c:5]([Cl:21])[c:6]([CH:8]([OH:9])[c:10]2[s:11][c:12](-[c:15]3[n:16][cH:17][cH:18][cH:19][cH:20]3)[cH:13][cH:14]2)[cH:7]1.[Na+:23].[OH:24][C:25]([C:26]([F:27])([F:28])[F:29])=[O:30]>>[Br:1][c:2]1[cH:3][cH:4][c:5]([Cl:21])[c:6]([CH2:8][c:10]2[s:11][c:12](-[c:15]3[n:16][cH:17][cH:18][cH:19][cH:20]3)[cH:13][cH:14]2)[cH:7]1.